From a dataset of the Open Reaction Database (ORD), a public repository of structured organic reaction records. describe an organic reaction: reactants, conditions, products, and yield Reactants: BrN1C(CCC1=O)=O (N-bromosuccinimide), C1(=CC=CC=C1)CCCOCC=1C(=CC=CC1)OC (1-phenyl-3-(o-anisyloxy)propane), C(C1=CC=CC=C1)(=O)OOC(C1=CC=CC=C1)=O (benzoyl peroxide). Solvent: C(Cl)(Cl)(Cl)Cl (carbon tetrachloride). Product: C1(=CC=CC=C1)C(CCOCC=1C(=CC=CC1)OC)Br (1-phenyl-3-(o-anisyloxy)propylbromide). As a reaction SMILES: [Br:1]N1C(=O)CCC1=O.[C:9]1([CH2:15][CH2:16][CH2:17][O:18][CH2:19][C:20]2[C:21]([O:26][CH3:27])=[CH:22][CH:23]=[CH:24][CH:25]=2)[CH:14]=[CH:13][CH:12]=[CH:11][CH:10]=1.C(OOC(=O)C1C=CC=CC=1)(=O)C1C=CC=CC=1>C(Cl)(Cl)(Cl)Cl>[C:9]1([CH:15]([Br:1])[CH2:16][CH2:17][O:18][CH2:19][C:20]2[C:21]([O:26][CH3:27])=[CH:22][CH:23]=[CH:24][CH:25]=2)[CH:10]=[CH:11][CH:12]=[CH:13][CH:14]=1. Reported procedure: Using a similar procedure to that above, a reaction mixture was prepared containing 48 g. of N-bromosuccinimide, 65 g. of 1-phenyl-3-(o-anisyloxy)propane and 300 ml. of carbon tetrachloride. 500 mg. of benzoyl peroxide were added and the resulting mixture heated at reflux for about 2 hours at which point thin-layer chromatography indicated that no starting material remained in the reaction mixture. The reaction mixture was cooled, the succinimide separated by filtration and the solvent removed f... Reactants: BrC1=CC(=C(C=C1OC(C)C)N1C(=NC(=CC1=O)C(F)(F)F)OC)F (1-(4-bromo-2-fluoro-5-isopropoxyphenyl)-2-methoxy-4-trifluoromethyl-6(1H)-pyrimidinone), S(O)(O)(=O)=O (sulphuric acid). Yields the product BrC1=CC(=C(C=C1O)N1C(=NC(=CC1=O)C(F)(F)F)OC)F (1-(4-bromo-2-fluoro-5-hydroxyphenyl)-2-methoxy-4-trifluoromethyl-6(1H)-pyrimidinone). RXN SMILES: [Br:1][C:2]1[C:7]([O:8]C(C)C)=[CH:6][C:5]([N:12]2[C:17](=[O:18])[CH:16]=[C:15]([C:19]([F:22])([F:21])[F:20])[N:14]=[C:13]2[O:23][CH3:24])=[C:4]([F:25])[CH:3]=1.S(=O)(=O)(O)O>>[Br:1][C:2]1[C:7]([OH:8])=[CH:6][C:5]([N:12]2[C:17](=[O:18])[CH:16]=[C:15]([C:19]([F:20])([F:22])[F:21])[N:14]=[C:13]2[O:23][CH3:24])=[C:4]([F:25])[CH:3]=1. Procedure: using 1-(4-bromo-2-fluoro-5-isopropoxyphenyl)-2-methoxy-4-trifluoromethyl-6(1H)-pyrimidinone with concentrated sulphuric acid there is obtained 1-(4-bromo-2-fluoro-5-hydroxyphenyl)-2-methoxy-4-trifluoromethyl-6(1H)-pyrimidinone, m.p. 132°-136° C.; Starting materials: CN(C)S(=O)(=O)c1ccc(Br)cc1, CC(C)(C)[Si](C)(C)Oc1cccc(C=O)c1, [Li]CCCC. Yields the product CN(C)S(=O)(=O)c1ccc(C(O)c2cccc(O[Si](C)(C)C(C)(C)C)c2)cc1. Reaction SMILES: [Br:1][c:2]1[cH:3][cH:4][c:5]([S:8](=[O:9])(=[O:10])[N:11]([CH3:12])[CH3:13])[cH:6][cH:7]1.[C:19]([CH3:20])([CH3:21])([CH3:22])[Si:23]([O:24][c:25]1[cH:26][c:27]([CH:28]=[O:29])[cH:30][cH:31][cH:32]1)([CH3:33])[CH3:34].[CH2:14]([Li:15])[CH2:16][CH2:17][CH3:18]>>[c:2]1([CH:28]([c:27]2[cH:26][c:25]([O:24][Si:23]([C:19]([CH3:20])([CH3:21])[CH3:22])([CH3:33])[CH3:34])[cH:32][cH:31][cH:30]2)[OH:29])[cH:3][cH:4][c:5]([S:8](=[O:9])(=[O:10])[N:11]([CH3:12])[CH3:13])[cH:6][cH:7]1.